Dataset: the Open Reaction Database (ORD), a public repository of structured organic reaction records. Task: describe an organic reaction: reactants, conditions, products, and yield Reactants: ClC1=C(C=CC=C1Cl)C1C(=C(NC=2CN(CCS(C21)(=O)=O)C(=O)OC(C)(C)C)C)C(=O)OCC (Ethyl 9-(2,3-Dichlorophenyl)-4-(t-butyloxycarbonyl) -1,1-dioxo-2,3,4,5,6,9-hexahydro-7-methylpyrido[2,3-f][1,4]thiazepine-8-carboxylate), Cl (hydrogen chloride), [OH-].[Na+] (NaOH). The solvent is C(C)(=O)OCC (ethyl acetate). Yields the product ClC1=C(C=CC=C1Cl)C1C(=C(NC=2CNCCS(C21)(=O)=O)C)C(=O)OCC (Ethyl 9-(2,3-Dichlorophenyl)-1,1-dioxo -2,3,4,5,6,9-hexahydro-7-methylpyrido-[2,3-f][1,4]thiazepine-8-carboxylate). Yield: 93.7%. RXN SMILES: [Cl:1][C:2]1[C:7]([Cl:8])=[CH:6][CH:5]=[CH:4][C:3]=1[CH:9]1[C:19]2[S:18](=[O:21])(=[O:20])[CH2:17][CH2:16][N:15](C(OC(C)(C)C)=O)[CH2:14][C:13]=2[NH:12][C:11]([CH3:29])=[C:10]1[C:30]([O:32][CH2:33][CH3:34])=[O:31].Cl.[OH-].[Na+]>C(OCC)(=O)C>[Cl:1][C:2]1[C:7]([Cl:8])=[CH:6][CH:5]=[CH:4][C:3]=1[CH:9]1[C:19]2[S:18](=[O:20])(=[O:21])[CH2:17][CH2:16][NH:15][CH2:14][C:13]=2[NH:12][C:11]([CH3:29])=[C:10]1[C:30]([O:32][CH2:33][CH3:34])=[O:31] |f:2.3|. Procedure details: A mixture of ethyl 9-(2,3-dichlorophenyl)-4-(t-butyloxycarbonyl)-1,1-dioxo-2,3,4,5,6,9-hexahydro-7-methylpyrido[2,3-f][1,4]thiazepine-8-carboxylate (2.45 g, 4.6 mmole) from Example 7, in ethyl acetate (150 mL) was cooled to 0° C. and saturated with gaseous hydrogen chloride. The mixture was warmed to room temperature. The reaction was then again chilled to 0° C. and shaken with 200 mL of cold 4 N NaOH. The aqueous layer was separated and extracted with 2×100 mL of chloroform. The ethyl acetate l... Reactants: BrC=1C=C(C=NC1Cl)OC[C@H]1N(CCC1)C(=O)OC(C)(C)C (5-bromo-6-chloro-3-(1-BOC-2-(S)-pyrrolidinylmethoxy)pyridine), C(=C)C1=CC=NC=C1 (4-vinylpyridine), C1(=C(C=CC=C1)P(C1=C(C=CC=C1)C)C1=C(C=CC=C1)C)C (tri-o-tolylphosphine), C([O-])(O)=O.[Na+] (sodium bicarbonate), amine hydrochloride salt. The reagents and catalysts are C(C)(=O)[O-].[Pd+2].C(C)(=O)[O-] (palladium acetate). The solvent is C(C)N(CC)CC (triethylamine). Reaction conditions: temperature 100 celsius. Product: N1=CC=C(C=C1)C=CC=1C=C(C=NC1Cl)OC[C@H]1N(CCC1)C(=O)OC(C)(C)C (5-(2-(4-Pyridinyl)ethenyl)-6-chloro-3-(1-BOC-2-(S)-pyrrolidinylmethoxy)pyridine). RXN SMILES: Br[C:2]1[CH:3]=[C:4]([O:9][CH2:10][C@@H:11]2[CH2:15][CH2:14][CH2:13][N:12]2[C:16]([O:18][C:19]([CH3:22])([CH3:21])[CH3:20])=[O:17])[CH:5]=[N:6][C:7]=1[Cl:8].[CH:23]([C:25]1[CH:30]=[CH:29][N:28]=[CH:27][CH:26]=1)=[CH2:24].C1(C)C=CC=CC=1P(C1C=CC=CC=1C)C1C=CC=CC=1C.C(=O)(O)[O-].[Na+]>C([O-])(=O)C.[Pd+2].C([O-])(=O)C.C(N(CC)CC)C>[N:28]1[CH:29]=[CH:30][C:25]([CH:23]=[CH:24][C:2]2[CH:3]=[C:4]([O:9][CH2:10][C@@H:11]3[CH2:15][CH2:14][CH2:13][N:12]3[C:16]([O:18][C:19]([CH3:22])([CH3:21])[CH3:20])=[O:17])[CH:5]=[N:6][C:7]=2[Cl:8])=[CH:26][CH:27]=1 |f:3.4,5.6.7|. Procedure details: To a solution of 5-bromo-6-chloro-3-(1-BOC-2-(S)-pyrrolidinylmethoxy)pyridine added 4-vinylpyridine (156 mg, 1.5 mmol), palladium acetate (29.0 mg, 0.12 mmol), tri-o-tolylphosphine (156 mg, 0.12 mmol) and triethylamine (3.2 mL). The reaction mixture was heated in a sealed tube at 100° C. overnight, then cooled to room temperature. Minimum amount of saturated sodium bicarbonate was added to free the amine hydrochloride salt, and the mixture was extracted with EtOAc, dried (MgSO4), and concentrate... Starting materials: OC1=C(C=2CC[C@H]3[C@@H]4CC[C@@H]([C@@]4(C)CC[C@@H]3C2C=C1)O)C=O (3,17β-dihydroxyestra-1,3,5(10)-triene-4-carboxaldehyde), CC(=O)C.OS(=O)(=O)O.O=[Cr](=O)=O (Jones reagent). The solvent is CC(=O)C (acetone). Conditions: time 10 minute. Yields the product OC1=C(C=2CC[C@H]3[C@@H]4CCC([C@@]4(C)CC[C@@H]3C2C=C1)=O)C=O (3-hydroxyestra-1,3,5(10)-trien-17-one-4-carboxaldehyde). Isolated yield 92.5%. Reaction SMILES: [OH:1][C:2]1[CH:19]=[CH:18][C:17]2[C@@H:16]3[C@H:7]([C@H:8]4[C@@:12]([CH2:14][CH2:15]3)([CH3:13])[C@@H:11]([OH:20])[CH2:10][CH2:9]4)[CH2:6][CH2:5][C:4]=2[C:3]=1[CH:21]=[O:22].CC(C)=O.OS(O)(=O)=O.O=[Cr](=O)=O>CC(C)=O>[OH:1][C:2]1[CH:19]=[CH:18][C:17]2[C@@H:16]3[C@H:7]([C@H:8]4[C@@:12]([CH2:14][CH2:15]3)([CH3:13])[C:11](=[O:20])[CH2:10][CH2:9]4)[CH2:6][CH2:5][C:4]=2[C:3]=1[CH:21]=[O:22] |f:1.2.3|. Procedure: To a solution of 3,17β-dihydroxyestra-1,3,5(10)-triene-4-carboxaldehyde (2b, 0.300 g, 1.0 mmol) in acetone (10 mL) was added Jones reagent (0.50 mL) at 0° C. The reaction mixture was stirred for 10 min, quenched with 2-propanol, and extracted with EtOAc. The combined organic layers were washed with H2O, then with saturated aqueous NaCl, and dried (Na2SO4). The desiccant was filtered and the solvent was evaporated at reduced pressure. The residue was purified by column chromatography (silica gel)... The reactants are C(C)OC(=O)C1=CN=C2SC3=C(N21)CCCCC3 (6,7,8,9-Tetrahydro-5H-cyclohept[d]imidazo[2,1-b]thiazole-3-carboxylic acid ethyl ester), [H-].[H-].[H-].[H-].[Li+].[Al+3] (LiAlH4). The solvent is C1CCOC1 (THF). Product: N=1C=C(N2C1SC1=C2CCCCC1)CO (6,7,8,9-Tetrahydro-5H-cyclohept [d]imidazo[2,1-b]thiazole-3-methanol). Yield: 78.3%. Reaction SMILES: C([O:3][C:4]([C:6]1[N:13]2[C:9]([S:10][C:11]3[CH2:18][CH2:17][CH2:16][CH2:15][CH2:14][C:12]=32)=[N:8][CH:7]=1)=O)C.[H-].[H-].[H-].[H-].[Li+].[Al+3]>C1COCC1>[N:8]1[CH:7]=[C:6]([CH2:4][OH:3])[N:13]2[C:12]3[CH2:14][CH2:15][CH2:16][CH2:17][CH2:18][C:11]=3[S:10][C:9]=12 |f:1.2.3.4.5.6|. Procedure details: A solution of 6,7,8,9-Tetrahydro-5H-cyclohept[d]imidazo[2,1-b]thiazole-3-carboxylic acid ethyl ester (Formula G-4)(11.7 g) in THF (50 mL) was treated with LiAlH4 (2.24 g) at 0° and reacted at ambient temperature for 1.5 hours. The reaction was quenched by serial additions of water and 15% sodium hydroxide. The mixture was filtered and the filtrate was evaporated to yield crude 6,7,8,9-Tetrahydro-5H-cyclohept[d]imidazo[2,1-b]thiazole-3-methanol (Formula G-5). Crystallization of crude 6,7,8,9-Tetr... Reactants: CC(=O)NC1CC(N(C(C1)(C)C)[O])(C)C (4-acetamido-2,2,6,6-tetramethylpiperidine-1-oxyl), C(C)(C)(C)OO (tert-butylhydroperoxide), C1CCCCC1 (cyclohexane). The reagents and catalysts are [Mo](=O)(=O)=O (molybdenum trioxide). Conditions: temperature 140 celsius, time 4 hour. Yields the product C(C)(=O)NC1CC(N(C(C1)(C)C)OC1CCCCC1)(C)C (4-Acetamido-1-cyclohexyloxy-2,2,6,6-tetramethylpiperidine). Reaction SMILES: [CH3:1][C:2]([NH:4][CH:5]1[CH2:10][C:9]([CH3:12])([CH3:11])[N:8]([O])[C:7]([CH3:15])([CH3:14])[CH2:6]1)=[O:3].[C:16]([O:20]O)(C)([CH3:18])[CH3:17].[CH2:22]1[CH2:27]CCC[CH2:23]1>[Mo](=O)(=O)=O>[C:2]([NH:4][CH:5]1[CH2:10][C:9]([CH3:12])([CH3:11])[N:8]([O:20][CH:16]2[CH2:18][CH2:27][CH2:22][CH2:23][CH2:17]2)[C:7]([CH3:15])([CH3:14])[CH2:6]1)(=[O:3])[CH3:1] |^1:9|. Procedure details: A stirred mixture of 10.0 g of 4-acetamido-2,2,6,6-tetramethylpiperidine-1-oxyl, 16 ml of 70% aqueous tert-butylhydroperoxide and 0.67 g of molybdenum trioxide in 75 ml of cyclohexane is heated under reflux in a flask fitted with a Dean-Stark apparatus. After 6 ml of water is collected, the reaction mixture is transferred to a Fisher Porter apparatus and heated at 140° C. and 30 psi for 4 hours. The decolorized reaction mixture is filtered and the filtrate is washed with water, aqueous sodium su... Starting materials: [I-].[Na+] (sodium iodide), C([O-])([O-])=O.[Na+].[Na+] (sodium carbonate), ClC=1C=C2C(=CNC2=CC1)CCNC(C1=CC(=CC=C1)CCl)=O (N-(2-(5-chloro-1H-indol-3-yl)ethyl)-3-(chloromethyl)benzamide), FC(C1=CC=C(C=C1)B(O)O)(F)F (4-(trifluoromethyl)phenylboronic acid). Isolated yield 38.7%. Solvent: O (water), C(OC)COC (dimethoxyethane). Product: eluent, ClC=1C=C2C(=CNC2=CC1)CCNC(C1=CC(=CC=C1)CC1=CC=C(C=C1)C(F)(F)F)=O (N-(2-(5-Chloro-1H-indol-3-yl)ethyl)-3-(4-(trifluoromethyl)benzyl)benzamide). Procedure: N-(2-(5-Chloro-1H-indol-3-yl)ethyl)-3-(4-(trifluoromethyl)benzyl)benzamide was prepared according to method B with N-(2-(5-chloro-1H-indol-3-yl)ethyl)-3-(chloromethyl)benzamide (0.057 g; 0.164 mmol), 4-(trifluoromethyl)phenylboronic acid (0.031 g; 0.164 mmol), tetrakis(triphenylphosphine)palladium(0) (0.010 g; 0.0082 mmol), sodium carbonate (0.035 g; 0.328 mmol), sodium iodide (0.049 g; 0.328 mmol), in dimethoxyethane (3 mL) and water (1 mL), irradiated in a microwave oven at 130° C. for 15 minu... Reagents/catalysts: C=1C=CC(=CC1)[P](C=2C=CC=CC2)(C=3C=CC=CC3)[Pd]([P](C=4C=CC=CC4)(C=5C=CC=CC5)C=6C=CC=CC6)([P](C=7C=CC=CC7)(C=8C=CC=CC8)C=9C=CC=CC9)[P](C=1C=CC=CC1)(C=1C=CC=CC1)C=1C=CC=CC1 (tetrakis(triphenylphosphine)palladium(0)). As a reaction SMILES: [Cl:1][C:2]1[CH:3]=[C:4]2[C:8](=[CH:9][CH:10]=1)[NH:7][CH:6]=[C:5]2[CH2:11][CH2:12][NH:13][C:14](=[O:23])[C:15]1[CH:20]=[CH:19][CH:18]=[C:17]([CH2:21]Cl)[CH:16]=1.[F:24][C:25]([F:36])([F:35])[C:26]1[CH:31]=[CH:30][C:29](B(O)O)=[CH:28][CH:27]=1.C(=O)([O-])[O-].[Na+].[Na+].[I-].[Na+]>C(COC)OC.O.C1C=CC([P]([Pd]([P](C2C=CC=CC=2)(C2C=CC=CC=2)C2C=CC=CC=2)([P](C2C=CC=CC=2)(C2C=CC=CC=2)C2C=CC=CC=2)[P](C2C=CC=CC=2)(C2C=CC=CC=2)C2C=CC=CC=2)(C2C=CC=CC=2)C2C=CC=CC=2)=CC=1>[Cl:1][C:2]1[CH:3]=[C:4]2[C:8](=[CH:9][CH:10]=1)[NH:7][CH:6]=[C:5]2[CH2:11][CH2:12][NH:13][C:14](=[O:23])[C:15]1[CH:20]=[CH:19][CH:18]=[C:17]([CH2:21][C:29]2[CH:30]=[CH:31][C:26]([C:25]([F:36])([F:35])[F:24])=[CH:27][CH:28]=2)[CH:16]=1 |f:2.3.4,5.6,^1:55,57,76,95|.